Dataset: the Open Reaction Database (ORD), a public repository of structured organic reaction records. Task: describe an organic reaction: reactants, conditions, products, and yield Reactants: O=C(O)Cc1cccc(Br)c1, ClCCl, O=S(Cl)Cl. Product: O=C(Cl)Cc1cccc(Br)c1. RXN SMILES: [Br:5][c:6]1[cH:7][c:8]([CH2:12][C:13](=[O:14])[OH:15])[cH:9][cH:10][cH:11]1.[Cl:16][CH2:17][Cl:18].[S:1]([Cl:2])([Cl:3])=[O:4]>>[Cl:3][C:13]([CH2:12][c:8]1[cH:7][c:6]([Br:5])[cH:11][cH:10][cH:9]1)=[O:15]. The reactants are Fc1cc(OCc2ccccc2)ccc1CBr, CCO, [K+], N#C[Na], [OH-], O. Yields the product O=C(O)Cc1ccc(OCc2ccccc2)cc1F. As a reaction SMILES: [CH2:1]([c:2]1[cH:3][cH:4][cH:5][cH:6][cH:7]1)[O:8][c:9]1[cH:10][c:11]([F:17])[c:12]([CH2:13][Br:14])[cH:15][cH:16]1.[CH3:23][CH2:24][OH:25].[K+:22].[Na:18][C:19]#[N:20].[OH-:21].[OH2:26]>>[CH2:1]([c:2]1[cH:3][cH:4][cH:5][cH:6][cH:7]1)[O:8][c:9]1[cH:10][c:11]([F:17])[c:12]([CH2:13][C:24](=[O:21])[OH:25])[cH:15][cH:16]1. Starting materials: C(#N)C1=CC=C(C=C1)N\C(\C1=CC=CC=C1)=C\1/C(NC2=CC=CC=C12)=O ((Z)-3-[1-(4-cyanophenylamino)-1-phenyl-methylidene]-2-indolinone), [H][H] (hydrogen). Reagents/catalysts: [Ni] (Raney nickel). Run in N (ammonia). The product is NCC1=CC=C(C=C1)N\C(\C1=CC=CC=C1)=C\1/C(NC2=CC=CC=C12)=O ((Z)-3-[1-(4-aminomethyl-phenylamino)-1-phenyl-methylidene]-2-indolinone). As a reaction SMILES: [C:1]([C:3]1[CH:8]=[CH:7][C:6]([NH:9]/[C:10](=[C:17]2\[C:18](=[O:26])[NH:19][C:20]3[C:25]\2=[CH:24][CH:23]=[CH:22][CH:21]=3)/[C:11]2[CH:16]=[CH:15][CH:14]=[CH:13][CH:12]=2)=[CH:5][CH:4]=1)#[N:2].[H][H]>N.[Ni]>[NH2:2][CH2:1][C:3]1[CH:4]=[CH:5][C:6]([NH:9]/[C:10](=[C:17]2\[C:18](=[O:26])[NH:19][C:20]3[C:25]\2=[CH:24][CH:23]=[CH:22][CH:21]=3)/[C:11]2[CH:16]=[CH:15][CH:14]=[CH:13][CH:12]=2)=[CH:7][CH:8]=1. Procedure: 900 mg (2.7 mmol) of (Z)-3-[1-(4-cyanophenylamino)-1-phenyl-methylidene]-2-indolinone are hydrogenated in 200 ml of methanolic ammonia for 7 hours over 1.4 g of Raney nickel at a hydrogen pressure of 3 bar. The catalyst is filtered off, the solution is concentrated by evaporation and the residue is divided between water/dichloromethane. The organic phase is dried, concentrated by evaporation, triturated with ether, suction filtered and dried. Product: ( A ), C(C)(C)(C)C1=CC=C(C=C1)C(C[C@@H]1NC(CC1)=O)C1=CC=C(C(N1)=O)OC(F)F (6-{-1-(4-tert-Butylphenyl)-2-[(2R)-5-oxopyrrolidin-2-yl]ethyl}-3-(difluoromethoxy)pyridin-2(1H)-one). Reactants: C(C)(C)(C)C1=CC=C(C=C1)/C(=C\[C@@H]1NC(CC1)=O)/C1=CC=C(C(N1)=O)OC(F)F (6-{(E)-1-(4-tert-Butylphenyl)-2-[(2R)-5-oxopyrrolidin-2-yl]ethenyl}-3-(difluoromethoxy)pyridin-2(1H)-one), CCCCCC (hexane). Procedure details: An (R,S) mixture of the title compound was obtained by performing substantially the same reaction as in Examples 4-207 and 4-208(2) except for using 6-{(E)-1-(4-tert-butylphenyl)-2-[(2R)-5-oxopyrrolidin-2-yl]ethenyl}-3-(difluoromethoxy)pyridin-2(1H)-one obtained in Example 4-165. This was preparatively isolated by a chiral HPLC column (CHIRALCEL OD-H, hexane:ethanol=50:50 v/v, 40° C., 7.0 mL/min, 210 nm) to give one diastereomer (A) of the title compound as a colorless amorphous (20 mg) and the ... As a reaction SMILES: [C:1]([C:5]1[CH:10]=[CH:9][C:8](/[C:11](/[C:19]2[NH:24][C:23](=[O:25])[C:22]([O:26][CH:27]([F:29])[F:28])=[CH:21][CH:20]=2)=[CH:12]\[C@H:13]2[CH2:17][CH2:16][C:15](=[O:18])[NH:14]2)=[CH:7][CH:6]=1)([CH3:4])([CH3:3])[CH3:2].CCCCCC>C(O)C>[C:1]([C:5]1[CH:6]=[CH:7][C:8]([CH:11]([C:19]2[NH:24][C:23](=[O:25])[C:22]([O:26][CH:27]([F:28])[F:29])=[CH:21][CH:20]=2)[CH2:12][C@H:13]2[CH2:17][CH2:16][C:15](=[O:18])[NH:14]2)=[CH:9][CH:10]=1)([CH3:4])([CH3:2])[CH3:3]. Run in C(C)O (ethanol). Reactants: N1C=C(C2=CC=CC=C12)CCCC(=O)O (Indole-3-butyric acid), C1(=CC=CC=C1)O (Phenol), C1(CCCCC1)N=C=NC1CCCCC1 (dicyclohexylcarbodiimide), N1C=C(C2=CC=CC=C12)CCCC(=O)O (indole-3-butyric acid), C1(=CC=CC=C1)O (phenol). The solvent is O1CCCC1 (tetrahydrofuran). Reaction conditions: temperature 0 celsius. Yields the product C(=O)(NC1CCCCC1)NC1CCCCC1 (Dicyclohexylurea). The yield is 17.0%. Reaction SMILES: C1([OH:7])C=CC=CC=1.[CH:8]1([N:14]=[C:15]=[N:16][CH:17]2[CH2:22][CH2:21][CH2:20][CH2:19][CH2:18]2)[CH2:13][CH2:12][CH2:11][CH2:10][CH2:9]1.N1C2C(=CC=CC=2)C(CCCC(O)=O)=C1>O1CCCC1>[C:15]([NH:14][CH:8]1[CH2:9][CH2:10][CH2:11][CH2:12][CH2:13]1)([NH:16][CH:17]1[CH2:22][CH2:21][CH2:20][CH2:19][CH2:18]1)=[O:7]. Reported procedure: Phenol (0.46 g., 0.005 mole), dicyclohexylcarbodiimide (1.01 g, 0.005 mole) and indole-3-butyric acid (1.00 gm. 0.005 mole) were dissolved in minimal amounts of tetrahydrofuran in individual glass-stoppered Erlenmeyer flasks. Indole-3-butyric acid and dicyclohexylcarbodiimde solutions were mixed together and allowed to react for 15 minutes. The phenol solution was then added and the mixture allowed to react for 48 hours at room temperature. The mixture was then cooled in a refrigerator (0° C.). ... Starting materials: BrCCCCCCCC(=O)O (8-Bromooctanoic acid), Cl (HCl), C1(=CC=CC=C1)O (Phenol), [OH-].[Na+] (NaOH). Run in CCO (EtOH), O (water). Yields the product O(C1=CC=CC=C1)CCCCCCCC(=O)O (8-Phenoxyoctanoic acid). Isolated yield 75.7%. As a reaction SMILES: [C:1]1([OH:7])[CH:6]=[CH:5][CH:4]=[CH:3][CH:2]=1.[OH-].[Na+].Br[CH2:11][CH2:12][CH2:13][CH2:14][CH2:15][CH2:16][CH2:17][C:18]([OH:20])=[O:19].Cl>CCO.O>[O:7]([CH2:11][CH2:12][CH2:13][CH2:14][CH2:15][CH2:16][CH2:17][C:18]([OH:20])=[O:19])[C:1]1[CH:6]=[CH:5][CH:4]=[CH:3][CH:2]=1 |f:1.2|. Procedure details: Phenol (1.88 g, 20 mmol) was mixed with NaOH (0.80 g, 20 mmol) in EtOH (50 mL). 8-Bromooctanoic acid (2.23 g, 10 mmol) was then added to the mixture and refluxed for 12 h. After cooling to room temperature, water (100 mL) was added and the mixture was acidified with 2N HCl (pH=2). The solid was filtered and washed with water (2×50 mL), and recrystallized from hexane-ethyl acetate (5:1) to give the product as white brick-like crystals (1.79 g, 76%), mp 67-68° C.; 1H-NMR: 1.42 (m, 6H), 1.65 (m, 2H...